From a dataset of the Open Reaction Database (ORD), a public repository of structured organic reaction records. describe an organic reaction: reactants, conditions, products, and yield Starting materials: C1(=CC=CC=C1)CC#N (phenylacetonitrile), O (water), [OH-].[K+] (KOH), [N+](=O)([O-])C1=C(C=CC=C1)C (o-nitrotoluene). Solvent: CO (methanol), C(C)(=O)O (acetic acid). Conditions: temperature 55 celsius, time 4 hour. Yields the product ON=C1C(=CC(C=C1)=C(C#N)C1=CC=CC=C1)C ((4-Hydroxyimino-3-methyl-cyclohexa-2,5-dienylidene)-phenylacetonitrile). Reaction SMILES: [OH-].[K+].[C:3]1([CH2:9][C:10]#[N:11])[CH:8]=[CH:7][CH:6]=[CH:5][CH:4]=1.[N+:12]([C:15]1[CH:20]=[CH:19][CH:18]=[CH:17][C:16]=1[CH3:21])([O-:14])=O.O>CO.C(O)(=O)C>[OH:14][N:12]=[C:15]1[CH:20]=[CH:19][C:18](=[C:9]([C:3]2[CH:8]=[CH:7][CH:6]=[CH:5][CH:4]=2)[C:10]#[N:11])[CH:17]=[C:16]1[CH3:21] |f:0.1|. Procedure details: 39.6 g of KOH (0.6 mol, assay 85%) are dissolved in 200 ml of methanol and heated up to 55° C. To the solution are added 23.4 g (0.20 mol) of phenylacetonitrile, followed by 25 g (0.18 mol) of o-nitrotoluene. The dark red reaction mixture is stirred at 55° C. for 4 hrs. After cooling, the mixture is poured into 500 ml of water, and acidified by addition of 60 ml of acetic acid. The resulting orange precipitate is filtered, washed with water, methanol:water 1:1 (v/v), and dried under vacuum. The ... Starting materials: O=C(Nc1cccc(C(F)(F)F)c1)c1ccccc1NCc1ccnc(Br)c1, CC(O)O, N. Product: Nc1cc(CNc2ccccc2C(=O)Nc2cccc(C(F)(F)F)c2)ccn1. Reaction SMILES: [Br:1][c:2]1[n:3][cH:4][cH:5][c:6]([CH2:8][NH:9][c:10]2[c:11]([C:12](=[O:13])[NH:14][c:15]3[cH:16][c:17]([C:21]([F:22])([F:23])[F:24])[cH:18][cH:19][cH:20]3)[cH:25][cH:26][cH:27][cH:28]2)[cH:7]1.[CH:30]([OH:31])([OH:32])[CH3:33].[NH3:29]>>[c:2]1([NH2:29])[n:3][cH:4][cH:5][c:6]([CH2:8][NH:9][c:10]2[c:11]([C:12](=[O:13])[NH:14][c:15]3[cH:16][c:17]([C:21]([F:22])([F:23])[F:24])[cH:18][cH:19][cH:20]3)[cH:25][cH:26][cH:27][cH:28]2)[cH:7]1. Reactants: OC=1C=C(C=CC1)NC(OC(C)(C)C)=O (tert-butyl 3-hydroxyphenylcarbamate), C(=O)([O-])[O-].[K+].[K+] (K2CO3), BrC=1C=C(CBr)C=CC1 (3-bromobenzyl bromide), CN(C)C=O (DMF). Solvent: O (water). Conditions: temperature 60 celsius. Product: BrC=1C=C(COC=2C=C(C=CC2)NC(OC(C)(C)C)=O)C=CC1 (tert-butyl 3-(3-bromobenzyloxy)phenylcarbamate). RXN SMILES: [OH:1][C:2]1[CH:3]=[C:4]([NH:8][C:9](=[O:15])[O:10][C:11]([CH3:14])([CH3:13])[CH3:12])[CH:5]=[CH:6][CH:7]=1.C([O-])([O-])=O.[K+].[K+].[Br:22][C:23]1[CH:24]=[C:25]([CH:28]=[CH:29][CH:30]=1)[CH2:26]Br.CN(C=O)C>O>[Br:22][C:23]1[CH:24]=[C:25]([CH:28]=[CH:29][CH:30]=1)[CH2:26][O:1][C:2]1[CH:3]=[C:4]([NH:8][C:9](=[O:15])[O:10][C:11]([CH3:12])([CH3:14])[CH3:13])[CH:5]=[CH:6][CH:7]=1 |f:1.2.3|. Procedure details: To tert-butyl 3-hydroxyphenylcarbamate (0.245 g, 1.17 mmol), K2CO3 (404 mg, 2.93 mmol), and 3-bromobenzyl bromide (322 mg, 1.29 mmol) was added anhydrous DMF (5 mL). The reaction mixture was heated to 60° C. for 18 hours. The reaction mixture was cooled to rt, poured into water and the resulting precipitate was collected by filtration and washed with water to provide the desired product tert-butyl 3-(3-bromobenzyloxy)phenylcarbamate (34A) with sufficient purity for subsequent use. Reactants: ClC=1C=CC=2C(=NC=CN2)N1 (6-chloropyrido[2,3-b]pyrazine), ClC=1C=CC=2C(=NC=CN2)N1 (6-chloropyrido[2,3-b]pyrazine), Tetrakis (triphenylphosphine)palladium(0), C(=C)[Sn](CCCC)(CCCC)CCCC (vinyltributylstannane). Run in C1CCOC1 (THF). Conditions: temperature 65 celsius, time 3 hour. Product: C(=C)C=1C=CC=2C(=NC=CN2)N1 (6-Vinyl-pyrido[2,3-b]pyrazine). The yield is 80.8%. RXN SMILES: Cl[C:2]1[CH:3]=[CH:4][C:5]2[C:6]([N:11]=1)=[N:7][CH:8]=[CH:9][N:10]=2.[CH:12]([Sn](CCCC)(CCCC)CCCC)=[CH2:13]>C1COCC1>[CH:12]([C:2]1[CH:3]=[CH:4][C:5]2[C:6]([N:11]=1)=[N:7][CH:8]=[CH:9][N:10]=2)=[CH2:13]. Reported procedure: 6-chloropyrido[2,3-b]pyrazine (Intermediate 4.2) (3 g, 18.12 mmol, 1.00 eq.) was dissolved in THF (150 mL) and degassed with nitrogen at rt for 10 minutes. Tetrakis (triphenylphosphine)palladium(0) (1.46 g, 1.27 mmol, 0.07 eq.) and vinyltributylstannane (7.47 mL, 23.5 mmol, 1.3 eq.) were added and reaction mixture was stirred at 65° C. for 3 hours. THF was evaporated and crude purified directly by flash chromatography using cyclohexane/ethyl acetate (8/2) to give 2.3 g of the expected compound (... Starting materials: OCCCBr, N#Cc1ccc(-c2ccc(O)cc2)cc1, CCO, [K+], [OH-], O. The product is N#Cc1ccc(-c2ccc(OCCCO)cc2)cc1. As a reaction SMILES: [Br:1][CH2:2][CH2:3][CH2:4][OH:5].[C:6](#[N:7])[c:8]1[cH:9][cH:10][c:11](-[c:14]2[cH:15][cH:16][c:17]([OH:20])[cH:18][cH:19]2)[cH:12][cH:13]1.[CH3:23][CH2:24][OH:25].[K+:22].[OH-:21].[OH2:26]>>[CH2:2]([CH2:3][CH2:4][OH:5])[O:20][c:17]1[cH:16][cH:15][c:14](-[c:11]2[cH:10][cH:9][c:8]([C:6]#[N:7])[cH:13][cH:12]2)[cH:19][cH:18]1. Reactants: ClCCl, Clc1cnc2[nH]ccc2n1, ClI, c1ccncc1. Product: Clc1cnc2[nH]cc(I)c2n1. As a reaction SMILES: [Cl:3][CH2:4][Cl:5].[Cl:6][c:7]1[n:8][c:9]2[c:10]([n:11][cH:12]1)[nH:13][cH:14][cH:15]2.[I:1][Cl:2].[cH:16]1[cH:17][cH:18][n:19][cH:20][cH:21]1>>[I:1][c:15]1[c:9]2[n:8][c:7]([Cl:6])[cH:12][n:11][c:10]2[nH:13][cH:14]1.